From a dataset of the Open Reaction Database (ORD), a public repository of structured organic reaction records. describe an organic reaction: reactants, conditions, products, and yield Reactants: FC(C(F)F)(OC1=CC=C(C=C1)C)F (4-(1,1,2,2-tetrafluoroethoxy)toluene), BrN1C(CCC1=O)=O (N-bromosuccinimide), 2,2-azobis(isobutyronitrile). The solvent is C(Cl)(Cl)(Cl)Cl (carbon tetrachloride). Product: crude product, FC(C(F)F)(OC1=CC=C(CBr)C=C1)F (4-(1,1,2,2-tetrafluoroethoxy)benzyl bromide). RXN SMILES: [F:1][C:2]([F:14])([O:6][C:7]1[CH:12]=[CH:11][C:10]([CH3:13])=[CH:9][CH:8]=1)[CH:3]([F:5])[F:4].[Br:15]N1C(=O)CCC1=O>C(Cl)(Cl)(Cl)Cl>[F:1][C:2]([F:14])([O:6][C:7]1[CH:12]=[CH:11][C:10]([CH2:13][Br:15])=[CH:9][CH:8]=1)[CH:3]([F:4])[F:5]. Reported procedure: A solution of 4-(1,1,2,2-tetrafluoroethoxy)toluene (6.73 g, 32.3 mmol), N-bromosuccinimide (5.75 g, 32.3 mmol) and 2,2-azobis(isobutyronitrile) (0.2 g) in carbon tetrachloride (30 ml) was heated under reflux for 0.5 hr. After cooling the reaction solution to room temperature, the white precipitate as removed by filtration and the precipitate was washed with diethyl ether. The solvent of the collected filtrate was evaporated under reduced pressure to give a crude product of 4-(1,1,2,2-tetrafluoro... Starting materials: ClC1=CC2=C(NC=3SC=CC3C(=N2)N2C[C@@H](NCC2)CCOC)C=C1 ((S)-7-chloro-10-[3-(2-methoxy-ethyl)-piperazin-1-yl]-4H-3-thia-4,9-diaza-benzo[f]azulene), C=O (formaldehyde), C(C)(=O)O[BH-](OC(C)=O)OC(C)=O.[Na+] (sodium triacetoxyborohydride). Solvent: ClCCl (dichloromethane). Run at time 5 minute. The product is ClC1=CC2=C(NC=3SC=CC3C(=N2)N2C[C@@H](N(CC2)C)CCOC)C=C1 ((S)-7-Chloro-10-[3-(2-methoxy-ethyl)-4-methyl-piperazin-1-yl]-4H-3-thia-4,9-diaza-benzo[f]azulene). The yield is 70.4%. Reaction SMILES: [Cl:1][C:2]1[CH:25]=[CH:24][C:5]2[NH:6][C:7]3[S:8][CH:9]=[CH:10][C:11]=3[C:12]([N:14]3[CH2:19][CH2:18][NH:17][C@@H:16]([CH2:20][CH2:21][O:22][CH3:23])[CH2:15]3)=[N:13][C:4]=2[CH:3]=1.C=O.[C:28](O[BH-](OC(=O)C)OC(=O)C)(=O)C.[Na+]>ClCCl>[Cl:1][C:2]1[CH:25]=[CH:24][C:5]2[NH:6][C:7]3[S:8][CH:9]=[CH:10][C:11]=3[C:12]([N:14]3[CH2:19][CH2:18][N:17]([CH3:28])[C@@H:16]([CH2:20][CH2:21][O:22][CH3:23])[CH2:15]3)=[N:13][C:4]=2[CH:3]=1 |f:2.3|. Procedure details: Combine (S)-7-chloro-10-[3-(2-methoxy-ethyl)-piperazin-1-yl]-4H-3-thia-4,9-diaza-benzo[f]azulene (571.5 mg, 1.52 mmol), formaldehyde (135.4 μL, 1.67 mmol, 37% in water), and dichloromethane (20.0 ml). Stir the mixture at ambient temperature for 5 minutes and then add sodium triacetoxyborohydride (482.0 mg, 2.27 mmol). After stirring for 30 minutes at ambient temperature, quench the reaction with saturated sodium bicarbonate. Remove the organic portion and wash (brine), dry (sodium sulfate), and ... Reactants: OCCCC1CC(N(CC1)CC1=CC=CC=C1)N (4-(3-hydroxypropyl)-amino-1-benzylpiperidine), C(N)(=N)C=1C=C(C=CC1)N(C(=O)NC1CCN(CC1)CC1=CC=CC=C1)C1CCCC1 (N-(3-amidinophenyl)-N′-(1-benzylpiperidin-4-yl)cyclopentylurea). Yields the product C(N)(=N)C=1C=C(C=CC1)N(C(=O)NC1CCN(CC1)CC1=CC=CC=C1)C1CCCCC1 (N-(3-Amidinophenyl)-N′-(1-benzylpiperidin-4-yl)cyclohexylurea). Reaction SMILES: O[CH2:2]CCC1CCN(CC2C=CC=CC=2)C(N)C1.[C:19]([C:22]1[CH:23]=[C:24]([N:28]([CH:45]2[CH2:49][CH2:48][CH2:47][CH2:46]2)[C:29]([NH:31][CH:32]2[CH2:37][CH2:36][N:35]([CH2:38][C:39]3[CH:44]=[CH:43][CH:42]=[CH:41][CH:40]=3)[CH2:34][CH2:33]2)=[O:30])[CH:25]=[CH:26][CH:27]=1)(=[NH:21])[NH2:20]>>[C:19]([C:22]1[CH:23]=[C:24]([N:28]([CH:45]2[CH2:49][CH2:48][CH2:47][CH2:46][CH2:2]2)[C:29]([NH:31][CH:32]2[CH2:33][CH2:34][N:35]([CH2:38][C:39]3[CH:40]=[CH:41][CH:42]=[CH:43][CH:44]=3)[CH2:36][CH2:37]2)=[O:30])[CH:25]=[CH:26][CH:27]=1)(=[NH:21])[NH2:20]. Procedure details: This material was prepared from 4-(3-hydroxypropyl)-amino-1-benzylpiperidine by the same route employed in the synthesis of N-(3-amidinophenyl)-N′-(1-benzylpiperidin-4-yl)cyclopentylurea. There was obtained 26 mg of the desired product as the bis-tifluoroacetic acid salt after purification by reverse phase HPLC. LRMS (M+2H)2+ m/z 196.7, (M+H)+ m/z 392;1H NMR (CD3OD): d 2.23 (m, 6H), 3.21 (bt, 2H), 3.58 (t, 2H, J=5.12 Hz), 3.62 (m, 2H), 4.39 (m, 3H), 4.53 (t, 2H, J=5.12 Hz), 7.51 (m, 5H), 7.62-7.... The reactants are Cl (hydrogen chloride), C(=O)O[C@H]1C[C@@H](N(C1)C(=O)OCC1=CC=C(C=C1)[N+](=O)[O-])C(=O)N1CCN(CC1)CCOC(=O)OCC1=CC=C(C=C1)[N+](=O)[O-] ((2R,4S)-4-formyloxy-2-{4-[2-(4-nitrobenzyloxycarbonyl)oxyethyl]-1-piperazinylcarbonyl}-1-(4-nitrobenzyloxycarbonyl)pyrrolidine), C(O)([O-])=O.[Na+] (sodium hydrogencarbonate). Solvent: O1CCOCC1 (1,4-dioxane). Conditions: time 1 hour. Product: O[C@H]1C[C@@H](N(C1)C(=O)OCC1=CC=C(C=C1)[N+](=O)[O-])C(=O)N1CCN(CC1)CCOC(=O)OCC1=CC=C(C=C1)[N+](=O)[O-] ((2R,4S)-4-Hydroxy-2-{4-[2-(4-nitrobenzyloxycarbonyl)oxyethyl]-1-piperazinylcarbonyl}-1-(4-nitrobenzyloxycarbonyl)pyrrolidine). Isolated yield 98.0%. RXN SMILES: Cl.C([O:4][C@@H:5]1[CH2:9][N:8]([C:10]([O:12][CH2:13][C:14]2[CH:19]=[CH:18][C:17]([N+:20]([O-:22])=[O:21])=[CH:16][CH:15]=2)=[O:11])[C@@H:7]([C:23]([N:25]2[CH2:30][CH2:29][N:28]([CH2:31][CH2:32][O:33][C:34]([O:36][CH2:37][C:38]3[CH:43]=[CH:42][C:41]([N+:44]([O-:46])=[O:45])=[CH:40][CH:39]=3)=[O:35])[CH2:27][CH2:26]2)=[O:24])[CH2:6]1)=O.C(=O)([O-])O.[Na+]>O1CCOCC1>[OH:4][C@@H:5]1[CH2:9][N:8]([C:10]([O:12][CH2:13][C:14]2[CH:15]=[CH:16][C:17]([N+:20]([O-:22])=[O:21])=[CH:18][CH:19]=2)=[O:11])[C@@H:7]([C:23]([N:25]2[CH2:30][CH2:29][N:28]([CH2:31][CH2:32][O:33][C:34]([O:36][CH2:37][C:38]3[CH:43]=[CH:42][C:41]([N+:44]([O-:46])=[O:45])=[CH:40][CH:39]=3)=[O:35])[CH2:27][CH2:26]2)=[O:24])[CH2:6]1 |f:2.3|. Procedure details: 28 ml of a 10% w/v methanolic solution of hydrogen chloride were added dropwise to a solution of 1.42 g of (2R,4S)-4-formyloxy-2-{4-[2-(4-nitrobenzyloxycarbonyl)oxyethyl]-1-piperazinylcarbonyl}-1-(4-nitrobenzyloxycarbonyl)pyrrolidine [prepared as described in step (i) above] in 14 ml of 1,4-dioxane, and the resulting mixture was stirred at room temperature for 1 hour. At the end of this time, the solvent was removed by distillation under reduced pressure, and the resulting residue was mixed with... Reactants: ClCCCCN1C=CC2=C1C(N(CCC2=O)C)=O (1-(4-chlorobutyl)-7-methyl-6,7-dihydropyrrolo[2,3-c]azepine-4,8(1H,5H)-dione), C(C)(=O)[O-].[Na+] (sodium acetate), Cl.C(C1=CC=CC=C1)ON (O-benzylhydroxylamine hydrochloride). Solvent: CO (methanol). Conditions: time 4 hour. The product is C(C1=CC=CC=C1)ON=C1C2=C(C(N(CC1)C)=O)N(C=C2)CCCCCl (4-benzyloxyimino-1-(4-chlorobutyl)-7-methyl-6,7-dihydropyrrolo[2,3-c]azepin-8 (1H, 5H) -one). RXN SMILES: [Cl:1][CH2:2][CH2:3][CH2:4][CH2:5][N:6]1[C:10]2[C:11](=[O:18])[N:12]([CH3:17])[CH2:13][CH2:14][C:15](=O)[C:9]=2[CH:8]=[CH:7]1.C([O-])(=O)C.[Na+].Cl.[CH2:25]([O:32][NH2:33])[C:26]1[CH:31]=[CH:30][CH:29]=[CH:28][CH:27]=1>CO>[CH2:25]([O:32][N:33]=[C:15]1[CH2:14][CH2:13][N:12]([CH3:17])[C:11](=[O:18])[C:10]2[N:6]([CH2:5][CH2:4][CH2:3][CH2:2][Cl:1])[CH:7]=[CH:8][C:9]1=2)[C:26]1[CH:31]=[CH:30][CH:29]=[CH:28][CH:27]=1 |f:1.2,3.4|. Reported procedure: A suspension of 13.44 g (50 mmol) of Compound 23 obtained in Example 14, 8.20 g (100 mmol) of sodium acetate and 15.96 g (100 mmol) of O-benzylhydroxylamine hydrochloride in 250 ml of methanol was stirred for 4 hours at room temperature.